This data is from the Open Reaction Database (ORD), a public repository of structured organic reaction records. The task is: describe an organic reaction: reactants, conditions, products, and yield The reactants are FCCO (2-fluoro-ethanol), C(=O)(O)[O-].[Na+] (NaHCO3), FCCO (2-fluoroethanol), FCCO (2-fluoro-ethanol), C1(=CC=CC=C1)P(C1=CC=CC=C1)C1=CC=CC=C1 (triphenylphosphine), N(=NC(=O)OCC)C(=O)OCC (DEAD), C1(=CC=CC=C1)P(C1=CC=CC=C1)C1=CC=CC=C1 (triphenylphosphine), N(=NC(=O)OCC)C(=O)OCC (DEAD), COC(=O)C=1N=CC(NC1NC(C)=O)=O (3-acetylamino-5-oxo-4,5-dihydro-pyrazine-2-carboxylic acid methyl ester), C1(=CC=CC=C1)P(C1=CC=CC=C1)C1=CC=CC=C1 (triphenylphosphine), N(=NC(=O)OCC)C(=O)OCC (diethyl azodicarboxylate). Run in C1CCOC1 (THF). Conditions: temperature -10 celsius, time 15 minute. Yields the product COC(=O)C1=NC=C(N=C1NC(C)=O)OCCF (3-Acetylamino-5-(2-fluoro-ethoxy)-pyrazine-2-carboxylic acid methyl ester). The yield is 205.3%. Reaction SMILES: [CH3:1][O:2][C:3]([C:5]1[N:6]=[CH:7][C:8](=[O:15])[NH:9][C:10]=1[NH:11][C:12](=[O:14])[CH3:13])=[O:4].C1(P(C2C=CC=CC=2)C2C=CC=CC=2)C=CC=CC=1.N(C(OCC)=O)=NC(OCC)=O.[F:47][CH2:48][CH2:49]O.C([O-])(O)=O.[Na+]>C1COCC1>[CH3:1][O:2][C:3]([C:5]1[C:10]([NH:11][C:12](=[O:14])[CH3:13])=[N:9][C:8]([O:15][CH2:49][CH2:48][F:47])=[CH:7][N:6]=1)=[O:4] |f:4.5|. Reported procedure: To a solution of 3-acetylamino-5-oxo-4,5-dihydro-pyrazine-2-carboxylic acid methyl ester (300 mg, 1.136 mmol, 80% purity) in dry THF (8 ml) under argon were added triphenylphosphine (119 mg, 0.455 mmol) and diethyl azodicarboxylate (DEAD, 0.072 ml, 0.455 mmol) at −10° C. The reaction was stirred at −10° C. for 15 min and then 2-fluoro-ethanol (0.033 ml, 0.568 mmol) was added. The reaction was stirred at rt for 15 min. To complete the reaction, more triphenylphosphine (119 mg, 0.455 mmol) and DEA... Reactants: C1(=CC=CC=C1)P(C1(C=CC2=CC=CC=C12)[Li])C1=CC=CC=C1 ((1-(Diphenylphosphino)-1H-indenyl)lithium), CC(C)(C)N[Si](C)(C)Cl (N-(tert-butyl)-N-(1-chloro-1,1-dimethylsilyl)amine). Run in C1CCOC1 (THF), C1CCOC1 (THF). Conditions: time 8 hour. The product is CC(C)(C)N[Si](C)(C)C1C=C(C2=CC=CC=C12)P(C1=CC=CC=C1)C1=CC=CC=C1 (N-(1,1-dimethylethyl )-1-(3-(diphenylphosphino)-1H-inden-1-yl)-1,1-dimethylsilanamine). Yield: 98.0%. As a reaction SMILES: [C:1]1([P:7]([C:18]2[CH:23]=[CH:22][CH:21]=[CH:20][CH:19]=2)[C:8]2([Li])[C:16]3[C:11](=[CH:12][CH:13]=[CH:14][CH:15]=3)[CH:10]=[CH:9]2)[CH:6]=[CH:5][CH:4]=[CH:3][CH:2]=1.[CH3:24][C:25]([NH:28][Si:29](Cl)([CH3:31])[CH3:30])([CH3:27])[CH3:26]>C1COCC1>[CH3:24][C:25]([NH:28][Si:29]([CH:10]1[C:11]2[C:16](=[CH:15][CH:14]=[CH:13][CH:12]=2)[C:8]([P:7]([C:18]2[CH:19]=[CH:20][CH:21]=[CH:22][CH:23]=2)[C:1]2[CH:2]=[CH:3][CH:4]=[CH:5][CH:6]=2)=[CH:9]1)([CH3:31])[CH3:30])([CH3:27])[CH3:26]. Procedure: (1-(Diphenylphosphino)-1H-indenyl)lithium (4.45 g, 14.53 mmol) dissolved in 40 mL of THF was added within 15 minutes to a 100 mL THF solution of N-(tert-butyl)-N-(1-chloro-1,1-dimethylsilyl)amine (3,37 g, 20.34 mmol). After stirring overnight a red solution resulted. Solvent was removed under vacuum to give a red oil. The residue was extracted with 35 mL of hexane and filtered. Hexane was removed leaving 6.12 g of red oil. Yield 98 percent. Starting materials: Brc1ncccc1OCC1CO1, O=C([O-])[O-], CS(C)=O, Cc1ccccc1, Fc1ccc2[nH]cc(C3=CCNCC3)c2c1, [K+], [K+], CC(=O)[O-], CC(=O)[O-], [Pd+2]. Yields the product Fc1ccc2[nH]cc(C3=CCN(CC4COc5cccnc5O4)CC3)c2c1. Reaction SMILES: [Br:17][c:18]1[n:19][cH:20][cH:21][cH:22][c:23]1[O:24][CH2:25][CH:26]1[O:27][CH2:28]1.[C:29](=[O:30])([O-:31])[O-:32].[CH3:35][S:36]([CH3:37])=[O:38].[CH3:39][c:40]1[cH:41][cH:42][cH:43][cH:44][cH:45]1.[F:1][c:2]1[cH:3][c:4]2[c:5]([C:11]3=[CH:16][CH2:15][NH:14][CH2:13][CH2:12]3)[cH:6][nH:7][c:8]2[cH:9][cH:10]1.[K+:33].[K+:34].[O-:47][C:48]([CH3:49])=[O:50].[O-:51][C:52]([CH3:53])=[O:54].[Pd+2:46]>>[F:1][c:2]1[cH:3][c:4]2[c:5]([C:11]3=[CH:16][CH2:15][N:14]([CH2:28][CH:26]4[CH2:25][O:24][c:23]5[c:18]([n:19][cH:20][cH:21][cH:22]5)[O:27]4)[CH2:13][CH2:12]3)[cH:6][nH:7][c:8]2[cH:9][cH:10]1. Run in C(Cl)(Cl)Cl (chloroform). Reactants: C1(=CC=CC=C1)C(CCCN1CCN(CC1)C(=O)C=1C=C2CCC(NC2=CC1)=O)N (6-[4-(4-phenyl-4-aminobutyl)-1-piperazinylcarbonyl]-3,4-dihydrocarbostyril), ClC(=O)OCC(C)C (isobutyl chloroformate). Conditions: time 3 hour. Procedure details: 2 Grams of 6-[4-(4-phenyl-4-aminobutyl)-1-piperazinylcarbonyl]-3,4-dihydrocarbostyril was dissolved in 30 ml of chloroform, then to this solution was added 0.76 ml of isobutyl chloroformate at 0° C.-5° C. The reaction mixture was stirred at the same temperature for 3 hours, then concentrated. The residue thus obtained was purified by means of a silica gel column chromatography (eluent: dichloromethane:methanol=40:1), then converted into an oxalate by stirring with oxalic acid in acetone, and the... Reaction SMILES: [C:1]1([CH:7]([NH2:30])[CH2:8][CH2:9][CH2:10][N:11]2[CH2:16][CH2:15][N:14]([C:17]([C:19]3[CH:20]=[C:21]4[C:26](=[CH:27][CH:28]=3)[NH:25][C:24](=[O:29])[CH2:23][CH2:22]4)=[O:18])[CH2:13][CH2:12]2)[CH:6]=[CH:5][CH:4]=[CH:3][CH:2]=1.Cl[C:32]([O:34][CH2:35][CH:36]([CH3:38])[CH3:37])=[O:33]>C(Cl)(Cl)Cl>[C:1]1([CH:7]([NH:30][C:32]([O:34][CH2:35][CH:36]([CH3:38])[CH3:37])=[O:33])[CH2:8][CH2:9][CH2:10][N:11]2[CH2:12][CH2:13][N:14]([C:17]([C:19]3[CH:20]=[C:21]4[C:26](=[CH:27][CH:28]=3)[NH:25][C:24](=[O:29])[CH2:23][CH2:22]4)=[O:18])[CH2:15][CH2:16]2)[CH:2]=[CH:3][CH:4]=[CH:5][CH:6]=1. Product: C1(=CC=CC=C1)C(CCCN1CCN(CC1)C(=O)C=1C=C2CCC(NC2=CC1)=O)NC(=O)OCC(C)C (6-[4-(4-phenyl-4-isobutoxycarbonylaminobutyl)-1-piperazinylcarbonyl]-3,4-dihydrocarbostyril). The reactants are C1(CCCC1)CC(C(=O)NC=1SC=CN1)C=1C=NC(=CC1)S (3-Cyclopentyl-2-(6-mercaptopyridin-3-yl)-N-thiazol-2-ylpropionamide), BrCC(=O)OC(C)(C)C (tert-butyl bromoacetate). Yields the product C1(CCCC1)CC(C(NC=1SC=CN1)=O)C=1C=CC(=NC1)SCC(=O)OC(C)(C)C (tert-butyl {5-[2-cyclopentyl-1-(thiazol-2-ylcarbamoyl)ethyl]pyridin-2-ylsulfanyl}acetate). RXN SMILES: [CH:1]1([CH2:6][CH:7]([C:16]2[CH:17]=[N:18][C:19]([SH:22])=[CH:20][CH:21]=2)[C:8]([NH:10][C:11]2[S:12][CH:13]=[CH:14][N:15]=2)=[O:9])[CH2:5][CH2:4][CH2:3][CH2:2]1.Br[CH2:24][C:25]([O:27][C:28]([CH3:31])([CH3:30])[CH3:29])=[O:26]>>[CH:1]1([CH2:6][CH:7]([C:16]2[CH:21]=[CH:20][C:19]([S:22][CH2:24][C:25]([O:27][C:28]([CH3:31])([CH3:30])[CH3:29])=[O:26])=[N:18][CH:17]=2)[C:8](=[O:9])[NH:10][C:11]2[S:12][CH:13]=[CH:14][N:15]=2)[CH2:5][CH2:4][CH2:3][CH2:2]1. Procedure details: 3-Cyclopentyl-2-(6-mercaptopyridin-3-yl)-N-thiazol-2-ylpropionamide (EXAMPLE 66, 94 mg, 283 μmol) was alkylated with tert-butyl bromoacetate (55 mg, 283 μmol), using the procedure described in EXAMPLE 72, to give tert-butyl {5-[2-cyclopentyl-1-(thiazol-2-ylcarbamoyl)ethyl]pyridin-2-ylsulfanyl}acetate: m/z (ES+)=448.3 [M+H]+. Step 2: Oxidation of this thioether, employing the protocol described in EXAMPLE 35, provided tert-butyl {5-[2-cyclopentyl-1-(thiazol-2-ylcarbamoyl)-ethyl]pyridine-2-sulfony... The reactants are CN(C)c1ccncc1, O=C(Cl)C1CC1, Nc1nc2ccc(Oc3cccc(C(=O)Nc4cccc(C(F)(F)F)c4)c3)cc2s1, O, c1ccncc1. The product is O=C(Nc1cccc(C(F)(F)F)c1)c1cccc(Oc2ccc3nc(NC(=O)C4CC4)sc3c2)c1. Reaction SMILES: [CH3:38][N:39]([CH3:40])[c:41]1[cH:42][cH:43][n:44][cH:45][cH:46]1.[CH:31]1([C:34](=[O:35])[Cl:36])[CH2:32][CH2:33]1.[NH2:1][c:2]1[s:3][c:4]2[c:5]([n:6]1)[cH:7][cH:8][c:9]([O:11][c:12]1[cH:13][c:14]([C:15](=[O:16])[NH:17][c:18]3[cH:19][c:20]([C:24]([F:25])([F:26])[F:27])[cH:21][cH:22][cH:23]3)[cH:28][cH:29][cH:30]1)[cH:10]2.[OH2:37].[cH:47]1[cH:48][cH:49][n:50][cH:51][cH:52]1>>[NH:1]([c:2]1[s:3][c:4]2[c:5]([n:6]1)[cH:7][cH:8][c:9]([O:11][c:12]1[cH:13][c:14]([C:15](=[O:16])[NH:17][c:18]3[cH:19][c:20]([C:24]([F:25])([F:26])[F:27])[cH:21][cH:22][cH:23]3)[cH:28][cH:29][cH:30]1)[cH:10]2)[C:34]([CH:31]1[CH2:32][CH2:33]1)=[O:35]. Reactants: N1(CCC1)C1=NC=NC(=C1C(O)C=1C=NN(C1C1=NC=C(C=C1)C(F)(F)F)C)Cl ([4-(azetidin-1-yl)-6-chloropyrimidin-5-yl]{1-methyl-5-[5-(trifluoromethyl)pyridin-2-yl]-1H-pyrazol-4-yl}methanol), CC(=O)OI1(C=2C=CC=CC2C(=O)O1)(OC(=O)C)OC(=O)C (Dess-Martin periodinane). Solvent: ClCCl (dichloromethane), ClCCl (dichloromethane). Reaction conditions: temperature 0 celsius, time 1 hour. The product is N1(CCC1)C1=NC=NC(=C1C(=O)C=1C=NN(C1C1=NC=C(C=C1)C(F)(F)F)C)Cl ([4-(azetidin-1-yl)-6-chloropyrimidin-5-yl]{1-methyl-5-[5-(trifluoromethyl)pyridin-2-yl]-1H-pyrazol-4-yl}methanone). Reaction SMILES: [N:1]1([C:5]2[C:10]([CH:11]([C:13]3[CH:14]=[N:15][N:16]([CH3:28])[C:17]=3[C:18]3[CH:23]=[CH:22][C:21]([C:24]([F:27])([F:26])[F:25])=[CH:20][N:19]=3)[OH:12])=[C:9]([Cl:29])[N:8]=[CH:7][N:6]=2)[CH2:4][CH2:3][CH2:2]1.CC(OI1(OC(C)=O)(OC(C)=O)OC(=O)C2C=CC=CC1=2)=O>ClCCl>[N:1]1([C:5]2[C:10]([C:11]([C:13]3[CH:14]=[N:15][N:16]([CH3:28])[C:17]=3[C:18]3[CH:23]=[CH:22][C:21]([C:24]([F:27])([F:25])[F:26])=[CH:20][N:19]=3)=[O:12])=[C:9]([Cl:29])[N:8]=[CH:7][N:6]=2)[CH2:4][CH2:3][CH2:2]1. Procedure details: A solution of [4-(azetidin-1-yl)-6-chloropyrimidin-5-yl]{1-methyl-5-[5-(trifluoromethyl)pyridin-2-yl]-1H-pyrazol-4-yl}methanol (C15) (30 mg, 0.071 mmol) in dichloromethane (3 mL) was cooled to 0° C. and Dess-Martin periodinane (33.1 mg, 0.078 mmol) was added portion-wise. After completion of the addition, the reaction mixture was stirred for 1 hour at 0° C., then warmed to room temperature and stirred for an additional 18 hours. The reaction mixture was diluted with dichloromethane, and then que... Reactants: O=C(n1ccnc1)n1ccnc1, CS(N)(=O)=O, CCC(CC)(Oc1ccc(Cl)cc1C1CC(=O)NC(c2cc(F)ccc2C)C12C(=O)Nc1cc(Cl)ccc12)C(=O)O, Cl, [H-], [Na+], CN(C)C=O, O. Product: CCC(CC)(Oc1ccc(Cl)cc1C1CC(=O)NC(c2cc(F)ccc2C)C12C(=O)Nc1cc(Cl)ccc12)C(=O)NS(C)(=O)=O. Reaction SMILES: [C:42]([n:43]1[cH:44][cH:45][n:46][cH:47]1)([n:48]1[cH:49][cH:50][n:51][cH:52]1)=[O:53].[CH3:54][S:55](=[O:56])(=[O:57])[NH2:58].[Cl:1][c:2]1[cH:3][cH:4][c:5]2[c:9]([cH:10]1)[NH:8][C:7](=[O:11])[C:6]21[CH:12]([c:34]2[c:35]([CH3:41])[cH:36][cH:37][c:38]([F:40])[cH:39]2)[NH:13][C:14](=[O:33])[CH2:15][CH:16]1[c:17]1[c:18]([O:24][C:25]([CH2:26][CH3:27])([C:28](=[O:29])[OH:30])[CH2:31][CH3:32])[cH:19][cH:20][c:21]([Cl:23])[cH:22]1.[ClH:61].[H-:60].[Na+:59].[O:62]=[CH:63][N:64]([CH3:65])[CH3:66].[OH2:67]>>[Cl:1][c:2]1[cH:3][cH:4][c:5]2[c:9]([cH:10]1)[NH:8][C:7](=[O:11])[C:6]21[CH:12]([c:34]2[c:35]([CH3:41])[cH:36][cH:37][c:38]([F:40])[cH:39]2)[NH:13][C:14](=[O:33])[CH2:15][CH:16]1[c:17]1[c:18]([O:24][C:25]([CH2:26][CH3:27])([C:28](=[O:29])[NH:58][S:55]([CH3:54])(=[O:56])=[O:57])[CH2:31][CH3:32])[cH:19][cH:20][c:21]([Cl:23])[cH:22]1. Starting materials: 0.200, CC1=C(C(=O)NC=2SC3=C(N2)C=CC=C3[N+](=O)[O-])C(=CC(=C1)C)C (2,4,6-trimethyl-N-(7-nitro-1,3-benzothiazol-2-yl)benzamide). Reagents/catalysts: [Ni] (Raney nickel). Run in C1CCOC1 (THF). Conditions: time 90 minute. Yields the product NC1=CC=CC=2N=C(SC21)NC(C2=C(C=C(C=C2C)C)C)=O (N-(7-Amino-1,3-benzothiazol-2-yl)-2,4,6-trimethylbenzamide). Isolated yield 65.0%. RXN SMILES: [CH3:1][C:2]1[CH:22]=[C:21]([CH3:23])[CH:20]=[C:19]([CH3:24])[C:3]=1[C:4]([NH:6][C:7]1[S:8][C:9]2[C:15]([N+:16]([O-])=O)=[CH:14][CH:13]=[CH:12][C:10]=2[N:11]=1)=[O:5]>C1COCC1.[Ni]>[NH2:16][C:15]1[C:9]2[S:8][C:7]([NH:6][C:4](=[O:5])[C:3]3[C:19]([CH3:24])=[CH:20][C:21]([CH3:23])=[CH:22][C:2]=3[CH3:1])=[N:11][C:10]=2[CH:12]=[CH:13][CH:14]=1. Procedure: To 0.200 (0.586 mmol) of 2,4,6-trimethyl-N-(7-nitro-1,3-benzothiazol-2-yl)benzamide in 5 mL of THF was added a pipet tip of Raney nickel. The reaction was kept under a hydrogen atmosphere via a balloon and stirred at room temperature for 90 min. The catalyst was removed via filtration and the filtrate was concentrated in vacuo to give a burnt orange solid. The resulting crude solid was purified by flash chromatography eluting with 25% ethyl acetate/hexanes mixture to give 0.118 g (65%) of the ti... The reactants are C(C)P(=O)(CC)C1=CC(=C(N)C=C1)OC (4-(diethylphosphoryl)-2-methoxyaniline), ClC1=NC=C(C(=N1)Cl)Cl (2,4,5-trichloropyrimidine), ClC1=NC=C(C(=N1)NC1=C(C=C(C=C1)P(=O)(CC)CC)OC)Cl (2,5-dichloro-N-[4-(diethylphosphoryl)-2-methoxyphenyl]pyrimidin-4-amine), ClC1=NC=C(C(=N1)NC1=C(C=C(C=C1)P(=O)(CC)CC)OC)Cl (2,5-dichloro-N-[4-(diethylphosphoryl)-2-methoxyphenyl]pyrimidin-4-amine), C1(CC1)C1=CN=C(O1)N (5-cyclopropyl-1,3-oxazol-2-amine). Product: ClC=1C(=NC(=NC1)NC1=CN=C(O1)C1CC1)NC1=C(C=C(C=C1)P(=O)(CC)CC)OC (5-chloro-N2-(2-cyclopropyl-1,3-oxazol-5-yl)-N4-[4-(diethylphosphoryl)-2-methoxyphenyl]pyrimidine-2,4-diamine). As a reaction SMILES: C(P(C1C=C[C:10]([NH2:11])=C(OC)C=1)(CC)=O)C.ClC1N=C(Cl)C(Cl)=CN=1.Cl[C:26]1[N:31]=[C:30]([NH:32][C:33]2[CH:38]=[CH:37][C:36]([P:39]([CH2:43][CH3:44])([CH2:41][CH3:42])=[O:40])=[CH:35][C:34]=2[O:45][CH3:46])[C:29]([Cl:47])=[CH:28][N:27]=1.[CH:48]1([C:51]2[O:55][C:54]([NH2:56])=NC=2)[CH2:50][CH2:49]1>>[Cl:47][C:29]1[C:30]([NH:32][C:33]2[CH:38]=[CH:37][C:36]([P:39]([CH2:43][CH3:44])([CH2:41][CH3:42])=[O:40])=[CH:35][C:34]=2[O:45][CH3:46])=[N:31][C:26]([NH:56][C:54]2[O:55][C:51]([CH:48]3[CH2:49][CH2:50]3)=[N:11][CH:10]=2)=[N:27][CH:28]=1. Procedure details: This compound can be prepared as in Example 32 by reacting 4-(diethylphosphoryl)-2-methoxyaniline with 2,4,5-trichloropyrimidine to 2,5-dichloro-N-[4-(diethylphosphoryl)-2-methoxyphenyl]pyrimidin-4-amine. 2,5-dichloro-N-[4-(diethylphosphoryl)-2-methoxyphenyl]pyrimidin-4-amine is then reacted with 5-cyclopropyl-1,3-oxazol-2-amine according to the procedure described in Example 32.